From a dataset of the Open Reaction Database (ORD), a public repository of structured organic reaction records. describe an organic reaction: reactants, conditions, products, and yield The reactants are CCCCCCCCCNC(=O)c1cc(Oc2c(Cl)cc(NC(=O)CC(=O)OC)cc2Cl)ccc1O, CO, [K+], [Na+], [OH-], [OH-], O. Yields the product CCCCCCCCCNC(=O)c1cc(Oc2c(Cl)cc(NC(=O)CC(=O)O)cc2Cl)ccc1O. Reaction SMILES: [CH3:1][O:2][C:3]([CH2:4][C:5](=[O:6])[NH:7][c:8]1[cH:9][c:10]([Cl:35])[c:11]([O:15][c:16]2[cH:17][c:18]([C:23]([NH:24][CH2:25][CH2:26][CH2:27][CH2:28][CH2:29][CH2:30][CH2:31][CH2:32][CH3:33])=[O:34])[c:19]([OH:22])[cH:20][cH:21]2)[c:12]([Cl:14])[cH:13]1)=[O:36].[CH3:39][OH:40].[K+:43].[Na+:38].[OH-:37].[OH-:42].[OH2:41]>>[O:2]=[C:3]([CH2:4][C:5](=[O:6])[NH:7][c:8]1[cH:9][c:10]([Cl:35])[c:11]([O:15][c:16]2[cH:17][c:18]([C:23]([NH:24][CH2:25][CH2:26][CH2:27][CH2:28][CH2:29][CH2:30][CH2:31][CH2:32][CH3:33])=[O:34])[c:19]([OH:22])[cH:20][cH:21]2)[c:12]([Cl:14])[cH:13]1)[OH:36]. The reactants are C(C)(C)(C)OC(CN(C1CC2=CC=CC=C2C1)C([C@@H](N[C@@H](CCCCC1CCN(CC1)C(=O)OCC1=CC=CC=C1)C(=O)OCC)C)=O)=O (N-[N-[(S)-5-(1-benzyloxycarbonyl-4-piperidyl)-1-ethoxycarbonylpentyl]-L-alanyl]-N-(indan-2-yl)glycine tert-butyl ester), Br.C(C)(=O)O (hydrogen bromide acetic acid), C(C)OCC (ethyl ether). Solvent: C(C)(=O)O (acetic acid). Conditions: time 1 hour. Product: Br.Br.C(C)OC(=O)[C@H](CCCCC1CCNCC1)N[C@@H](C)C(=O)N(CC(=O)O)C1CC2=CC=CC=C2C1 (N-[N-[(S)-1-ethoxycarbonyl-5-(4-piperidyl)pentyl]-L-alanyl]-N-(indan-2-yl)glycine dihydrobromide). RXN SMILES: C([O:5][C:6](=[O:49])[CH2:7][N:8]([C:18](=[O:48])[C@H:19]([CH3:47])[NH:20][C@H:21]([C:42]([O:44][CH2:45][CH3:46])=[O:43])[CH2:22][CH2:23][CH2:24][CH2:25][CH:26]1[CH2:31][CH2:30][N:29](C(OCC2C=CC=CC=2)=O)[CH2:28][CH2:27]1)[CH:9]1[CH2:17][C:16]2[C:11](=[CH:12][CH:13]=[CH:14][CH:15]=2)[CH2:10]1)(C)(C)C.[BrH:50].C(O)(=O)C.C(OCC)C>C(O)(=O)C>[BrH:50].[BrH:50].[CH2:45]([O:44][C:42]([C@@H:21]([NH:20][C@H:19]([C:18]([N:8]([CH:9]1[CH2:17][C:16]2[C:11](=[CH:12][CH:13]=[CH:14][CH:15]=2)[CH2:10]1)[CH2:7][C:6]([OH:49])=[O:5])=[O:48])[CH3:47])[CH2:22][CH2:23][CH2:24][CH2:25][CH:26]1[CH2:27][CH2:28][NH:29][CH2:30][CH2:31]1)=[O:43])[CH3:46] |f:1.2,5.6.7|. Reported procedure: In 2 ml of acetic acid is dissolved 0.4 g of N-[N-[(S)-5-(1-benzyloxycarbonyl-4-piperidyl)-1-ethoxycarbonylpentyl]-L-alanyl]-N-(indan-2-yl)glycine tert-butyl ester, and 2 ml of 30% hydrogen bromide-acetic acid solution is added to the solution, followed by standing at room temperature for 1 hour. 50 ml of ethyl ether is added to the reaction mixture, followed by shaking, and the supernatant layer is removed by decantation. The colorless precipitate is rinsed with ethyl ether and dried under redu... The reactants are C[C@@]1(C([C@@H](CC1)CC=CCC)(C)C)O ((1R,S) 1,2,2-trimethyl-3-(2-pentenyl)-cyclopentanol), C(C)(=O)Cl (acetyl chloride). Yields the product C[C@@]1(C([C@@H](CC1)CC=CCC)(C)C)OC(C)=O ((1R,S) 1,2,2-trimethyl-1-acetyloxy-3-(2-pentenyl)-cyclopentane). As a reaction SMILES: [CH3:1][C@@:2]1([OH:14])[CH2:6][CH2:5][C@@H:4]([CH2:7][CH:8]=[CH:9][CH2:10][CH3:11])[C:3]1([CH3:13])[CH3:12].[C:15](Cl)(=[O:17])[CH3:16]>>[CH3:1][C@@:2]1([O:14][C:15](=[O:17])[CH3:16])[CH2:6][CH2:5][C@@H:4]([CH2:7][CH:8]=[CH:9][CH2:10][CH3:11])[C:3]1([CH3:13])[CH3:12]. Procedure: Using the procedure of Example 15, 2 g of (1R,S) 1,2,2-trimethyl-3-(2-pentenyl)-cyclopentanol and 10 ml of acetyl chloride were reacted to obtain 1.5 g of (1R,S) 1,2,2-trimethyl-1-acetyloxy-3-(2-pentenyl)-cyclopentane. Starting materials: COC1=CC2=C(CCCCC2)C=C1.C=CCCC(CC)=O (3-methoxy-6,7,8,9-tetrahydrobenzocyclohepten hepten-5-one), C(C1=CC=CC=C1)N (benzylamine), O.C1(=CC=C(C=C1)S(=O)(=O)O)C (p-toluenesulfonic acid monohydrate). The solvent is C1(=CC=CC=C1)C (toluene). Reaction conditions: time 12 hour. Product: C(C1=CC=CC=C1)NC1CC2=C(CCC1)C(=CC=C2)OC (N-benzyl-(1-methoxy-6,7,8,9-tetrahydro-5H-benzocyclohepten-6-yl)amine). As a reaction SMILES: CO[C:3]1[CH:13]=[CH:12][C:6]2[CH2:7][CH2:8][CH2:9][CH2:10][CH2:11][C:5]=2[CH:4]=1.C=CCC[C:18](=[O:21])CC.[CH2:22]([NH2:29])[C:23]1[CH:28]=[CH:27][CH:26]=[CH:25][CH:24]=1.O.C1(C)C=CC(S(O)(=O)=O)=CC=1>C1(C)C=CC=CC=1>[CH2:22]([NH:29][CH:10]1[CH2:9][CH2:8][CH2:7][C:6]2[C:12]([O:21][CH3:18])=[CH:13][CH:3]=[CH:4][C:5]=2[CH2:11]1)[C:23]1[CH:28]=[CH:27][CH:26]=[CH:25][CH:24]=1 |f:0.1,3.4|. Reported procedure: A solution of 3-methoxy-6,7,8,9-tetrahydrobenzocyclohepten-hepten-5-one (6.0 g) and benzylamine (3.4 ml) in toluene (60 ml) in the presence of a catalytic amount of p-toluenesulfonic acid monohydrate was refluxed for 2 hours to remove water at the toluene azeotrope, and then the mixture was evaporated in vacuo. To the residue in methanol (60 ml) was added sodium borohydride (1.2 g) under nitrogen at 5° C., and the mixture was stirred at room temperature for 12 hours. The resulting mixture was po... Reactants: C(=O)([O-])[O-].[K+].[K+].CC(=O)C (K2CO3 acetone), BrC1=C(C=CC=C1)CC(=O)OC (methyl 2-bromophenylacetate), C1(=CC=CC=C1)O (phenol), ClC1=C(C=O)C=CC(=C1)O (2-chloro-4-hydroxybenzaldehyde). Yields the product ClC=1C=C(OC(C(=O)OC)C2=CC=CC=C2)C=CC1C=O (methyl 2-(3-chloro-4-formyl-phenoxy)-2-phenylacetate). The yield is 76.3%. RXN SMILES: C([O-])([O-])=O.[K+].[K+].CC(C)=O.C1(O)C=CC=CC=1.[Cl:18][C:19]1[CH:26]=[C:25]([OH:27])[CH:24]=[CH:23][C:20]=1[CH:21]=[O:22].Br[C:29]1[CH:34]=[CH:33][CH:32]=[CH:31][C:30]=1[CH2:35][C:36]([O:38][CH3:39])=[O:37]>>[Cl:18][C:19]1[CH:26]=[C:25]([CH:24]=[CH:23][C:20]=1[CH:21]=[O:22])[O:27][CH:35]([C:30]1[CH:31]=[CH:32][CH:33]=[CH:34][CH:29]=1)[C:36]([O:38][CH3:39])=[O:37] |f:0.1.2.3|. Procedure: Using the K2CO3 /acetone conditions for phenol alkylation described in Step A of Example 4, 1.00 g (6.41 mmol) of 2-chloro-4-hydroxybenzaldehyde was alkylated with 1.61 g (7.05 mmol) of methyl 2-bromophenylacetate to afford 1.49 g (76%) of the title compound.